Dataset: the Open Reaction Database (ORD), a public repository of structured organic reaction records. Task: describe an organic reaction: reactants, conditions, products, and yield Yields the product COc1cccc(Cc2ccccc2)c1C(=O)O. Reaction SMILES: [CH3:1][O:2][c:3]1[cH:4][cH:5][cH:6][c:7]2[c:12]1[C:10](=[O:11])[O:9][CH:8]2[c:13]1[cH:14][cH:15][cH:16][cH:17][cH:18]1.[CH3:21][CH2:22][OH:23].[H:19][H:20]>>[CH3:1][O:2][c:3]1[cH:4][cH:5][cH:6][c:7]([CH2:8][c:13]2[cH:14][cH:15][cH:16][cH:17][cH:18]2)[c:12]1[C:10](=[O:9])[OH:11]. Reactants: COc1cccc2c1C(=O)OC2c1ccccc1, CCO, [H][H]. Isolated yield 50.8%. The product is ClCC=1N=C(OC1)C1=CC=C(C=C1)C (4-(chloromethyl)-2-(4-methylphenyl)-1,3-oxazole). RXN SMILES: [CH3:1][C:2]1[CH:10]=[CH:9][C:5]([C:6]([NH2:8])=[O:7])=[CH:4][CH:3]=1.[Cl:11][CH2:12][C:13]([CH2:15]Cl)=O>C(O)C>[Cl:11][CH2:12][C:13]1[N:8]=[C:6]([C:5]2[CH:9]=[CH:10][C:2]([CH3:1])=[CH:3][CH:4]=2)[O:7][CH:15]=1. Starting materials: CC1=CC=C(C(=O)N)C=C1 (4-Methylbenzamide), ClCC(=O)CCl (1,3-dichloroacetone). The solvent is C(C)O (ethanol). Procedure: 4-Methylbenzamide (10.0 g) and 1,3-dichloroacetone (9.4 g) were dissolved in ethanol (100 mL), and the mixture was refluxed for 8 hr. After cooling, the reaction mixture was concentrated under reduced pressure, and the residue was purified by silica gel chromatography (elution solvent; hexane:ethyl acetate=10:1 to 7:1) to give the title compound (7.8 g) as a white solid. The reactants are COC=1C=C2C(=NC=NC2=CC1OC)OC1=CC=C(N)C=C1 (4-[(6,7-dimethoxy-4-quinazolinyl)oxy]aniline), C(O)([O-])=O.[Na+] (sodium hydrogencarbonate), ClC(Cl)(OC(OC(Cl)(Cl)Cl)=O)Cl (Triphosgene), NC1CC(NC(C1)(C)C)(C)C (4-Amino-2,2,6,6-tetramethylpiperidine). Run in C(C)N(CC)CC (triethylamine), C(Cl)(Cl)Cl (Chloroform). Reaction conditions: time 30 minute. Product: COC=1C=C2C(=NC=NC2=CC1OC)OC1=CC=C(C=C1)NC(=O)NC1CC(NC(C1)(C)C)(C)C (N-{4-[(6,7-Dimethoxy-4-quinazolinyl)oxy]phenyl}-N′-(2,2,6,6-tetramethyl-4-piperidyl)urea). The yield is 40.9%. RXN SMILES: [CH3:1][O:2][C:3]1[CH:4]=[C:5]2[C:10](=[CH:11][C:12]=1[O:13][CH3:14])[N:9]=[CH:8][N:7]=[C:6]2[O:15][C:16]1[CH:22]=[CH:21][C:19]([NH2:20])=[CH:18][CH:17]=1.ClC(Cl)(O[C:27](=[O:33])OC(Cl)(Cl)Cl)Cl.[NH2:35][CH:36]1[CH2:41][C:40]([CH3:43])([CH3:42])[NH:39][C:38]([CH3:45])([CH3:44])[CH2:37]1.C(=O)([O-])O.[Na+]>C(N(CC)CC)C.C(Cl)(Cl)Cl>[CH3:1][O:2][C:3]1[CH:4]=[C:5]2[C:10](=[CH:11][C:12]=1[O:13][CH3:14])[N:9]=[CH:8][N:7]=[C:6]2[O:15][C:16]1[CH:22]=[CH:21][C:19]([NH:20][C:27]([NH:35][CH:36]2[CH2:37][C:38]([CH3:45])([CH3:44])[NH:39][C:40]([CH3:43])([CH3:42])[CH2:41]2)=[O:33])=[CH:18][CH:17]=1 |f:3.4|. Procedure: Chloroform (10 ml) and triethylamine (2 ml) were added to 4-[(6,7-dimethoxy-4-quinazolinyl)oxy]aniline (100 mg) to prepare a solution. Triphosgene (110 mg) was added to the solution, and the mixture was stirred at room temperature for 30 min. 4-Amino-2,2,6,6-tetramethylpiperidine (79 mg) was then added thereto, and the mixture was stirred at room temperature overnight. A saturated aqueous sodium hydrogencarbonate solution was added to the reaction solution, and the mixture was extracted with chl... Starting materials: ClC1=CC=C(C=C1)S(=O)(=O)NC(CC1=CC=C(OCC(=O)O)C=C1)C (4-[2-(4-chlorophenyl)sulfonylaminopropyl]phenoxyacetic acid), C(Cl)Cl (methylene chloride). Run in O1CCCC1 (tetrahydrofuran), S(=O)(Cl)Cl (thionyl chloride). The product is ClC1=CC=C(C=C1)S(=O)(=O)NC(CC1=CC=C(OCC(=O)Cl)C=C1)C (4-[2-(4-chlorophenyl)sulfonylaminopropyl]phenoxyacetyl chloride). Reaction SMILES: [Cl:1][C:2]1[CH:7]=[CH:6][C:5]([S:8]([NH:11][CH:12]([CH3:25])[CH2:13][C:14]2[CH:24]=[CH:23][C:17]([O:18][CH2:19][C:20](O)=[O:21])=[CH:16][CH:15]=2)(=[O:10])=[O:9])=[CH:4][CH:3]=1.C(Cl)[Cl:27]>O1CCCC1.S(Cl)(Cl)=O>[Cl:1][C:2]1[CH:7]=[CH:6][C:5]([S:8]([NH:11][CH:12]([CH3:25])[CH2:13][C:14]2[CH:24]=[CH:23][C:17]([O:18][CH2:19][C:20]([Cl:27])=[O:21])=[CH:16][CH:15]=2)(=[O:10])=[O:9])=[CH:4][CH:3]=1. Reported procedure: 1.15 g 4-[2-(4-chlorophenyl)sulfonylaminopropyl]phenoxyacetic acid are dissolved in a mixture of 7 ml of methylene chloride and 7 ml of tetrahydrofuran, and 2.2 ml of thionyl chloride are added thereto. After the mixture is refluxed for 2 hours, the solvent is distilled off to give 4-[2-(4-chlorophenyl)sulfonylaminopropyl]phenoxyacetyl chloride as ocherous oil. The product obtained above is dissolved in 10 ml of tetrahydrofuran. The solution and 6 ml of 0.6N an aqueous sodium hydroxide solution ... Reactants: C[C@H]1N(CCN(C1)C(=O)OCC1=CC=C(C=C1)[N+](=O)[O-])C(=O)[C@H]1N(C[C@H](C1)SC=1[C@@H]([C@H]2N(C1C(=O)OCC1=CC=C(C=C1)[N+](=O)[O-])C([C@@H]2[C@@H](C)O)=O)C)C(=O)OCC2=CC=C(C=C2)[N+](=O)[O-] (4-nitrobenzyl (1R, 5S, 6S)-2-{(2S, 4S)-2-[(2R)-2-methyl-4-(4-nitrobenzyloxycarbonyl)-1-piperazinylcarbonyl]-1-(4-nitrobenzyloxycarbonyl)pyrrolidin-4-ylthio}-6-[(1R)-1-hydroxyethyl]-1-methyl-1-carbapen-2-em-3-carboxylate), Cl (hydrochloric acid). The solvent is O1CCCC1 (tetrahydrofuran), O (water). Product: Cl.C[C@H]1N(CCNC1)C(=O)[C@H]1NC[C@H](C1)SC=1[C@@H]([C@H]2N(C1C(=O)O)C([C@@H]2[C@@H](C)O)=O)C ((1R, 5S, 6S)-2-{(2S, 4S)-2-[(2R)-2-Methyl-1-piperazinylcarbonyl]pyrrolidin-4-ylthio}-6-[(1R)-1-hydroxyethyl]-1-methyl-1-carbapen-2-em-3-carboxylic acid hydrochloride). As a reaction SMILES: [CH3:1][C@@H:2]1[CH2:7][N:6](C(OCC2C=CC([N+]([O-])=O)=CC=2)=O)[CH2:5][CH2:4][N:3]1[C:21]([C@@H:23]1[CH2:27][C@H:26]([S:28][C:29]2[C@H:30]([CH3:53])[C@@H:31]3[C@@H:48]([C@H:49]([OH:51])[CH3:50])[C:47](=[O:52])[N:32]3[C:33]=2[C:34]([O:36]CC2C=CC([N+]([O-])=O)=CC=2)=[O:35])[CH2:25][N:24]1C(OCC1C=CC([N+]([O-])=O)=CC=1)=O)=[O:22].[ClH:67]>O1CCCC1.O>[ClH:67].[CH3:1][C@@H:2]1[CH2:7][NH:6][CH2:5][CH2:4][N:3]1[C:21]([C@@H:23]1[CH2:27][C@H:26]([S:28][C:29]2[C@H:30]([CH3:53])[C@@H:31]3[C@@H:48]([C@H:49]([OH:51])[CH3:50])[C:47](=[O:52])[N:32]3[C:33]=2[C:34]([OH:36])=[O:35])[CH2:25][NH:24]1)=[O:22] |f:4.5|. Procedure: 132 mg of 4-nitrobenzyl (1R, 5S, 6S)-2-{(2S, 4S)-2-[(2R)-2-methyl-4-(4-nitrobenzyloxycarbonyl)-1-piperazinylcarbonyl]-1-(4-nitrobenzyloxycarbonyl)pyrrolidin-4-ylthio}-6-[(1R)-1-hydroxyethyl]-1-methyl-1-carbapen-2-em-3-carboxylate [prepared as described in step (a) above] was dissolved in 3 ml of a 1:1 by volume mixture of tetrahydrofuran and water, after which 160 μl of 1N aqueous hydrochloric acid were added, and the mixture was hydrogenated by bubbling hydrogen through it at room temperature f... Reactants: ClC=1C(=NC(=C(C1)Cl)F)O (3,5-dichloro-6-fluoro-2-pyridinol), C([O-])([O-])=O.[Na+].[Na+] (sodium carbonate), P(OCC)(OCC)(Cl)=S (O,O-diethyl phosphorochloridothioate). The solvent is CN(C=O)C (dimethylformamide). Product: P(OCC)(OCC)(OC1=NC(=C(C=C1Cl)Cl)F)=S (O,O-Diethyl O-(3,5-dichloro-6-fluoro-2-pyridinyl) phosphorothioate). Reaction SMILES: [Cl:1][C:2]1[C:3]([OH:10])=[N:4][C:5]([F:9])=[C:6]([Cl:8])[CH:7]=1.C(=O)([O-])[O-].[Na+].[Na+].[P:17](=[S:25])(Cl)([O:21][CH2:22][CH3:23])[O:18][CH2:19][CH3:20]>CN(C)C=O>[P:17](=[S:25])([O:10][C:3]1[C:2]([Cl:1])=[CH:7][C:6]([Cl:8])=[C:5]([F:9])[N:4]=1)([O:21][CH2:22][CH3:23])[O:18][CH2:19][CH3:20] |f:1.2.3|. Procedure details: A mixture was prepared by admixing, with stirring, 9.7 g (0.053 m) of 3,5-dichloro-6-fluoro-2-pyridinol, 5.6 g (0.053 m) of sodium carbonate and 100 ml of dimethylformamide. To this mixture was added all at once, at room temperature, with stirring, 9.9 g (0.053 m) of O,O-diethyl phosphorochloridothioate. The resulting mixture was heated at 60°-65° C. with stirring for one hour. The mixture was cooled to room temperature and filtered to remove insolubles. The solvent was removed by distillation u...